From a dataset of the Open Reaction Database (ORD), a public repository of structured organic reaction records. describe an organic reaction: reactants, conditions, products, and yield The reactants are [Cl-], O=C1c2ccccc2-c2ccc(-c3ccccc3)cc21, [Mg+]c1cccc2ccccc12. Yields the product OC1(c2cccc3ccccc23)c2ccccc2-c2ccc(-c3ccccc3)cc21. RXN SMILES: [Cl-:1].[c:13]1(-[c:19]2[cH:20][c:21]3[c:29]([cH:30][cH:31]2)-[c:28]2[c:23]([cH:24][cH:25][cH:26][cH:27]2)[C:22]3=[O:32])[cH:14][cH:15][cH:16][cH:17][cH:18]1.[c:2]1([Mg+:12])[cH:3][cH:4][cH:5][c:6]2[cH:7][cH:8][cH:9][cH:10][c:11]12>>[c:2]1([C:22]2([OH:32])[c:21]3[cH:20][c:19](-[c:13]4[cH:14][cH:15][cH:16][cH:17][cH:18]4)[cH:31][cH:30][c:29]3-[c:28]3[c:23]2[cH:24][cH:25][cH:26][cH:27]3)[cH:3][cH:4][cH:5][c:6]2[cH:7][cH:8][cH:9][cH:10][c:11]12. Reactants: BrCCCOC1CCCCO1, O=C([O-])[O-], COC(=O)c1cc(-c2ccc(O)cc2)c(-c2ccc(F)cc2Cl)s1, [K+], [K+], CN(C)C=O, O. Yields the product COC(=O)c1cc(-c2ccc(OCCCOC3CCCCO3)cc2)c(-c2ccc(F)cc2Cl)s1. As a reaction SMILES: [Br:25][CH2:26][CH2:27][CH2:28][O:29][CH:30]1[O:31][CH2:32][CH2:33][CH2:34][CH2:35]1.[C:36](=[O:37])([O-:38])[O-:39].[Cl:1][c:2]1[c:3](-[c:9]2[c:10](-[c:18]3[cH:19][cH:20][c:21]([OH:24])[cH:22][cH:23]3)[cH:11][c:12]([C:14](=[O:15])[O:16][CH3:17])[s:13]2)[cH:4][cH:5][c:6]([F:8])[cH:7]1.[K+:40].[K+:41].[O:42]=[CH:43][N:44]([CH3:45])[CH3:46].[OH2:47]>>[Cl:1][c:2]1[c:3](-[c:9]2[c:10](-[c:18]3[cH:19][cH:20][c:21]([O:24][CH2:26][CH2:27][CH2:28][O:29][CH:30]4[O:31][CH2:32][CH2:33][CH2:34][CH2:35]4)[cH:22][cH:23]3)[cH:11][c:12]([C:14](=[O:15])[O:16][CH3:17])[s:13]2)[cH:4][cH:5][c:6]([F:8])[cH:7]1. Reactants: ClC=1C=C(C=CC1F)C1=CC(=NN1C1=CC(=CC=C1)Cl)C(=O)O (5-(3-Chloro-4-fluorophenyl)-1-(3-chlorophenyl)-1H-pyrazole-3-carboxylic acid), ClC=1C=C(C=CC1F)N1N=C(C=C1C1=CC(=CC(=C1)F)Cl)C(=O)N1CNC(C1)=O (1-{[1-(3-Chloro-4-fluorophenyl)-5-(3-chloro-5-fluorophenyl)-1H-pyrazol-3-yl]carbonyl}imidazolidin-4-one). Yields the product ClC=1C=C(C=CC1F)C1=CC(=NN1C1=CC(=CC=C1)Cl)C(=O)N1CNC(C1)=O (1-{[5-(3-Chloro-4-fluorophenyl)-1-(3-chlorophenyl)-1H-pyrazol-3-yl]carbonyl}imidazolidin-4-one). Reaction SMILES: [Cl:1][C:2]1[CH:3]=[C:4]([C:9]2[N:13]([C:14]3[CH:19]=[CH:18][CH:17]=[C:16]([Cl:20])[CH:15]=3)[N:12]=[C:11]([C:21](O)=[O:22])[CH:10]=2)[CH:5]=[CH:6][C:7]=1[F:8].ClC1C=C(N2C(C3C=C(F)C=C(Cl)C=3)=CC(C([N:47]3[CH2:51][C:50](=[O:52])[NH:49][CH2:48]3)=O)=N2)C=CC=1F>>[Cl:1][C:2]1[CH:3]=[C:4]([C:9]2[N:13]([C:14]3[CH:19]=[CH:18][CH:17]=[C:16]([Cl:20])[CH:15]=3)[N:12]=[C:11]([C:21]([N:47]3[CH2:51][C:50](=[O:52])[NH:49][CH2:48]3)=[O:22])[CH:10]=2)[CH:5]=[CH:6][C:7]=1[F:8]. Procedure: The preparation of the title compound takes place starting from the compound of Example 79A in analogy to the synthesis of the compound of Example 1. 52 mg (87% of theory) of the title compound are obtained. Reactants: O(C1=CC=CC=C1)C=1C=NC=CC1 (3-phenoxypyridine), S(O)(O)(=O)=O (sulfuric acid). The solvent is CC(C)O (2-propanol). Run at time 2 hour. The product is S(=O)(=O)(O)O.O(C1=CC=CC=C1)C=1C=NC=CC1 (3-phenoxypyridine monosulfate). RXN SMILES: [O:1]([C:8]1[CH:9]=[N:10][CH:11]=[CH:12][CH:13]=1)[C:2]1[CH:7]=[CH:6][CH:5]=[CH:4][CH:3]=1.[S:14](=[O:18])(=[O:17])([OH:16])[OH:15]>CC(O)C>[S:14]([OH:18])([OH:17])(=[O:16])=[O:15].[O:1]([C:8]1[CH:9]=[N:10][CH:11]=[CH:12][CH:13]=1)[C:2]1[CH:3]=[CH:4][CH:5]=[CH:6][CH:7]=1 |f:3.4|. Reported procedure: A solution of 523 g. of 3-phenoxypyridine in 750 ml. of 2-propanol is treated slowly with stirring with 303 g. of 98% sulfuric acid, while maintaining the temperature below 50° C. On cooling to room temperature, the mixture sets up solid. It is heated to 75° C., transferred to an acceptable container and allowed to cool to 50° C. and the crystalline product collected by filtration. The filtrate is allowed to stand at room temperature for 2 hours and the additional crystalline product is collecte... Reactants: Nc1c([N+](=O)[O-])cc(Br)c2c1CN(CCCc1ccccc1)CC2, C1CCOC1. Product: Nc1cc(Br)c2c(c1N)CN(CCCc1ccccc1)CC2. Reaction SMILES: [Br:1][c:2]1[c:3]2[c:8]([c:9]([NH2:15])[c:10]([N+:12]([O-:13])=[O:14])[cH:11]1)[CH2:7][N:6]([CH2:16][CH2:17][CH2:18][c:19]1[cH:20][cH:21][cH:22][cH:23][cH:24]1)[CH2:5][CH2:4]2.[CH2:25]1[O:26][CH2:27][CH2:28][CH2:29]1>>[Br:1][c:2]1[c:3]2[c:8]([c:9]([NH2:15])[c:10]([NH2:12])[cH:11]1)[CH2:7][N:6]([CH2:16][CH2:17][CH2:18][c:19]1[cH:20][cH:21][cH:22][cH:23][cH:24]1)[CH2:5][CH2:4]2. Starting materials: COC(=O)CBr, CC(C)(C)OC(=O)N1CCC(=O)C(Cc2ccccc2)C1, C1CCNC1, O, Cc1ccc(S(=O)(=O)O)cc1, c1ccccc1. Yields the product COC(=O)CC1(Cc2ccccc2)CN(C(=O)OC(C)(C)C)CCC1=O. As a reaction SMILES: [Br:38][CH2:39][C:40](=[O:41])[O:42][CH3:43].[C:1]([CH3:2])([CH3:3])([CH3:4])[O:5][C:6](=[O:7])[N:8]1[CH2:9][CH:10]([CH2:15][c:16]2[cH:17][cH:18][cH:19][cH:20][cH:21]2)[C:11](=[O:14])[CH2:12][CH2:13]1.[CH2:22]1[CH2:23][NH:24][CH2:25][CH2:26]1.[OH2:50].[c:27]1([CH3:28])[cH:29][cH:30][c:31]([S:32]([OH:33])(=[O:34])=[O:35])[cH:36][cH:37]1.[cH:44]1[cH:45][cH:46][cH:47][cH:48][cH:49]1>>[C:1]([CH3:2])([CH3:3])([CH3:4])[O:5][C:6](=[O:7])[N:8]1[CH2:9][C:10]([CH2:15][c:16]2[cH:17][cH:18][cH:19][cH:20][cH:21]2)([CH2:39][C:40](=[O:41])[O:42][CH3:43])[C:11](=[O:14])[CH2:12][CH2:13]1.